This data is from the Open Reaction Database (ORD), a public repository of structured organic reaction records. The task is: describe an organic reaction: reactants, conditions, products, and yield Starting materials: Cl.NO (hydroxylamine hydrochloride), N1=CC=CC=C1 (pyridine), C[Si](C)(C)Cl (trimethylsilyl chloride), FC1=CC=C(OC2=CC=C(C=C2)SCC2(CC3CCC(C2)O3)C(=O)Cl)C=C1 (3-[4-(4-Fluoro-phenoxy)-phenylsulfanylmethyl]-8-oxa-bicyclo[3.2.1]octane-3-carbonyl chloride), Cl (hydrochloric acid). Solvent: ClCCl (dichloromethane). Conditions: time 1 hour. Product: ONC(=O)C1(CC2CCC(C1)O2)CSC2=CC=C(C=C2)OC2=CC=C(C=C2)F (3-[4-(4-Fluoro-phenoxy)-phenylsulfanylmethyl]-8-oxa-bicyclo[3.2.1]octane-3-carboxylic acid hydroxyamide). Reaction SMILES: Cl.[NH2:2][OH:3].N1C=CC=CC=1.C[Si](Cl)(C)C.[F:15][C:16]1[CH:41]=[CH:40][C:19]([O:20][C:21]2[CH:26]=[CH:25][C:24]([S:27][CH2:28][C:29]3([C:37](Cl)=[O:38])[CH2:35][CH:34]4[O:36][CH:31]([CH2:32][CH2:33]4)[CH2:30]3)=[CH:23][CH:22]=2)=[CH:18][CH:17]=1.Cl>ClCCl>[OH:3][NH:2][C:37]([C:29]1([CH2:28][S:27][C:24]2[CH:25]=[CH:26][C:21]([O:20][C:19]3[CH:40]=[CH:41][C:16]([F:15])=[CH:17][CH:18]=3)=[CH:22][CH:23]=2)[CH2:35][CH:34]2[O:36][CH:31]([CH2:32][CH2:33]2)[CH2:30]1)=[O:38] |f:0.1|. Procedure details: A solution of (19.7 mmol, 1.3 equivalents) of hydroxylamine hydrochloride in 9.2 mL (114 mmol, 7.5 equivalents) of dry pyridine at 0° C. is treated with 5.8 mL (45 mmol, 3.0 equivalents) of trimethylsilyl chloride, causing white solids to precipitate. The mixture is allowed to warm to ambient temperature overnight. This mixture is then cooled to 0° C. and treated with a solution of (15.1 mmol) of the product from Step F in 73 mL of dichloromethane causing an exotherm to about 8° C. This mixture ... RXN SMILES: [CH3:44][C:45](=[O:46])[CH3:47].[Cl:1][CH2:2][c:3]1[cH:4][c:5]([NH:9][C:10]([CH2:11][N:12]2[C:13](=[O:36])[N:14]([CH2:29][C:30]([C:31]([CH3:32])([CH3:33])[CH3:34])=[O:35])[c:15]3[c:16]([cH:25][cH:26][cH:27][cH:28]3)[C:17]([CH:19]3[CH2:20][CH2:21][CH2:22][CH2:23][CH2:24]3)=[N:18]2)=[O:37])[cH:6][cH:7][cH:8]1.[I-:42].[NH2:38][C:39]([NH2:40])=[S:41].[Na+:43]>>[CH2:2]([c:3]1[cH:4][c:5]([NH:9][C:10]([CH2:11][N:12]2[C:13](=[O:36])[N:14]([CH2:29][C:30]([C:31]([CH3:32])([CH3:33])[CH3:34])=[O:35])[c:15]3[c:16]([cH:25][cH:26][cH:27][cH:28]3)[C:17]([CH:19]3[CH2:20][CH2:21][CH2:22][CH2:23][CH2:24]3)=[N:18]2)=[O:37])[cH:6][cH:7][cH:8]1)[S:41][C:39](=[NH:38])[NH2:40]. The reactants are CC(C)=O, CC(C)(C)C(=O)CN1C(=O)N(CC(=O)Nc2cccc(CCl)c2)N=C(C2CCCCC2)c2ccccc21, [I-], NC(N)=S, [Na+]. Product: CC(C)(C)C(=O)CN1C(=O)N(CC(=O)Nc2cccc(CSC(=N)N)c2)N=C(C2CCCCC2)c2ccccc21. RXN SMILES: [CH2:1]([O:8][C:9]1[CH:14]=[CH:13][CH:12]=[C:11](Cl)[N:10]=1)[C:2]1[CH:7]=[CH:6][CH:5]=[CH:4][CH:3]=1.[F:16][C:17]([F:26])([F:25])[C:18]1[CH:19]=[C:20]([OH:24])[CH:21]=[CH:22][CH:23]=1>[H-].[Na+].CN(C)C=O>[F:16][C:17]([F:25])([F:26])[C:18]1[CH:19]=[C:20]([CH:21]=[CH:22][CH:23]=1)[O:24][C:11]1[CH:12]=[CH:13][CH:14]=[C:9]([O:8][CH2:1][C:2]2[CH:7]=[CH:6][CH:5]=[CH:4][CH:3]=2)[N:10]=1 |f:2.3|. The solvent is CN(C=O)C (dimethylformamide), [H-].[Na+] (sodium hydride). Reactants: C(C1=CC=CC=C1)OC1=NC(=CC=C1)Cl (2-benzyloxy-6-chloropyridine), FC(C=1C=C(C=CC1)O)(F)F (3-trifluoromethylphenol). Yields the product FC(C=1C=C(OC2=NC(=CC=C2)OCC2=CC=CC=C2)C=CC1)(F)F (2-(3-Trifluoromethylphenoxy)-6-benzyloxypyridine). The yield is 78.8%. Procedure details: The procedure of Example 4a) was also used to introduce the 3-trifluoromethyl phenoxy group by reaction of 2-benzyloxy-6-chloropyridine (5 g; 23 mmols) from a) above with 3-trifluoromethylphenol (3.3 g; 0.018 mols) using dry sodium hydride (0.55 g) and dry dimethylformamide (200 ml) as solvent, with a 1 hour reflux stage. 2-(3-Trifluoromethylphenoxy)-6-benzyloxypyridine (4.9 g; 51%) was obtained as a yellow oil following solvent extraction (chloroform/water--500 ml; 50/50), and chromatography pl...